From a dataset of the Open Reaction Database (ORD), a public repository of structured organic reaction records. describe an organic reaction: reactants, conditions, products, and yield Starting materials: BrCCc1c[nH]c2ccccc12, O=C([O-])[O-], [Cs+], [Cs+], CCc1nc2c(N)nc3cc(O)ccc3c2s1, CN(C)C=O. Product: CCc1nc2c(N)nc3cc(OCCc4c[nH]c5ccccc45)ccc3c2s1. As a reaction SMILES: [Br:24][CH2:25][CH2:26][c:27]1[cH:28][nH:29][c:30]2[cH:31][cH:32][cH:33][cH:34][c:35]12.[C:18](=[O:19])([O-:20])[O-:21].[Cs+:22].[Cs+:23].[NH2:1][c:2]1[n:3][c:4]2[cH:5][c:6]([OH:17])[cH:7][cH:8][c:9]2[c:10]2[c:11]1[n:12][c:13]([CH2:15][CH3:16])[s:14]2.[O:36]=[CH:37][N:38]([CH3:39])[CH3:40]>>[NH2:1][c:2]1[n:3][c:4]2[cH:5][c:6]([O:17][CH2:25][CH2:26][c:27]3[cH:28][nH:29][c:30]4[cH:31][cH:32][cH:33][cH:34][c:35]34)[cH:7][cH:8][c:9]2[c:10]2[c:11]1[n:12][c:13]([CH2:15][CH3:16])[s:14]2. Reactants: O (water), ClC1=C(C=C2C(C(=CN(C2=N1)CC1=C(C=C(C=C1)OC)OC)C(=O)OCC)=O)F (ethyl 7-chloro-1-(2,4-dimethoxybenzyl)-6-fluoro-4-oxo-1,4-dihydro[1,8]naphthyridine-3-carboxylate), N1[C@H](CO)CCC1 ((S)-prolinol), C(C)(C)N(CC)C(C)C (diisopropylethylamine). The solvent is C(C)#N (acetonitrile). Product: COC1=C(CN2C=C(C(C3=CC=C(N=C23)N2[C@@H](CCC2)CO)=O)C(=O)OCC)C=CC(=C1)OC (ethyl 1-(2,4-dimethoxybenzyl)-7-(2-(S)-hydroxymethyl-pyrrolidin-1-yl)-4-oxo-1,4-dihydro-[1,8]naphthyridine-3-carboxylate). As a reaction SMILES: Cl[C:2]1[N:11]=[C:10]2[C:5]([C:6](=[O:28])[C:7]([C:23]([O:25][CH2:26][CH3:27])=[O:24])=[CH:8][N:9]2[CH2:12][C:13]2[CH:18]=[CH:17][C:16]([O:19][CH3:20])=[CH:15][C:14]=2[O:21][CH3:22])=[CH:4][C:3]=1F.[NH:30]1[CH2:36][CH2:35][CH2:34][C@H:31]1[CH2:32][OH:33].C(N(C(C)C)CC)(C)C.O>C(#N)C>[CH3:22][O:21][C:14]1[CH:15]=[C:16]([O:19][CH3:20])[CH:17]=[CH:18][C:13]=1[CH2:12][N:9]1[C:10]2[C:5](=[CH:4][CH:3]=[C:2]([N:30]3[CH2:36][CH2:35][CH2:34][C@H:31]3[CH2:32][OH:33])[N:11]=2)[C:6](=[O:28])[C:7]([C:23]([O:25][CH2:26][CH3:27])=[O:24])=[CH:8]1. Procedure details: A mixture of EXAMPLE 1B (2.96 g), (S)-prolinol (850 μL), and diisopropylethylamine (4 mL) in acetonitrile (70 mL) at 25° C. was stirred for 3 days, treated with water, and extracted with dichloromethane. The extract was washed with 1M hydrochloric acid, water, saturated NaHCO3, and water, and concentrated.